Task: describe an organic reaction: reactants, conditions, products, and yield. Dataset: the Open Reaction Database (ORD), a public repository of structured organic reaction records Starting materials: ice, [H-].[Na+] (NaH), BrC1=C(C=CC=C1)CC#N (2-bromophenylacetonitrile), BrCCCBr (1,3-dibromopropane), [H-] (hydride). Run in CCCCC (n-pentane), CN(C)C=O (DMF), O (H2O), CN(C)C=O (DMF). Conditions: time 3 hour. The product is BrC1=C(C=CC=C1)C1(CCC1)C#N (1-(2-bromophenyl)-cyclobutanecarbonitrile). RXN SMILES: [H-].[Na+].[Br:3][C:4]1[CH:9]=[CH:8][CH:7]=[CH:6][C:5]=1[CH2:10][C:11]#[N:12].Br[CH2:14][CH2:15][CH2:16]Br.[H-]>CCCCC.CN(C=O)C.O>[Br:3][C:4]1[CH:9]=[CH:8][CH:7]=[CH:6][C:5]=1[C:10]1([C:11]#[N:12])[CH2:16][CH2:15][CH2:14]1 |f:0.1|. Reported procedure: NaH (80% dispersion in mineral oil, 127 mmol) was washed several times with n-pentane and suspended in DMF (50 mL). A mixture of 2-bromophenylacetonitrile (51 mmol) and 1,3-dibromopropane (51 mmol) in DMF (50 mL) was added dropwise to the ice-cold mixture. The reaction mixture was stirred at room temperature for 3 h. Excess hydride was then decomposed by the cautious addition of H2O. Extraction with toluene, drying of the organic layer (MgSO4) and evaporation of the solvent afforded 1-(2-bromoph...